From a dataset of the Open Reaction Database (ORD), a public repository of structured organic reaction records. describe an organic reaction: reactants, conditions, products, and yield The reactants are I(=O)(=O)(=O)[O-].[Na+] (sodium periodate), BrC1=CC=2C(N=C1)=CN(N2)CC(C)=O (1-(6-bromo-2H-pyrazolo[4,3-b]pyridin-2-yl)propan-2-one), [Si](C)(C)(C(C)(C)C)OC(CN1N=C2C(N=CC(=C2)Br)=C1)C (2-[2-(tert-butyldimethylsilanyloxy)propyl]-6-bromo-2H-pyrazolo[4,3-b]pyridine), BrC=1C=C(C(=NC1)I)[N+](=O)[O-] (5-bromo-2-iodo-3-nitropyridine), solution, NC1=NC=C(C=C1[N+](=O)[O-])Br (2-amino-5-bromo-3-nitropyridine), BrC=1C=C(C(=NC1)C=O)[N+](=O)[O-] (5-bromo-3-nitropyridine-2-carboxaldehyde). Reagents/catalysts: [Os](=O)(=O)(=O)=O (osmium tetroxide), [Cu](Br)Br (copper bromide). Solvent: O (water), C1CCOC1 (THF), O (water). The product is NC(C#N)(CN1N=C2C(N=CC(=C2)Br)=C1)C (2-Amino-3-(6-bromo-2H-pyrazolo[4,3-b]pyridin-2-yl)-2-methylpropionitrile), BrC1=CC=2C(N=C1)=CN(N2)CC(C)=O (1-(6-Bromo-2H-pyrazolo[4,3-b]pyridin-2-yl)propan-2-one), BrC=1C=C(C(=NC1)C=O)[N+](=O)[O-] (5-bromo-3-nitropyridine-2-carboxaldehyde), BrC=1C=C(C(=NC1)C=C)[N+](=O)[O-] (5-bromo-3-nitro-2-vinylpyridine). Yield: 62.0%. Reaction SMILES: [Br:1][C:2]1[CH:7]=[N:6][C:5]2=[CH:8][N:9]([CH2:11][C:12](=O)[CH3:13])[N:10]=[C:4]2[CH:3]=1.[Si]([O:22][CH:23]([CH3:35])[CH2:24][N:25]1[CH:34]=[C:28]2[N:29]=[CH:30][C:31]([Br:33])=[CH:32][C:27]2=[N:26]1)([C:18](C)(C)[CH3:19])(C)C.[Br:36][C:37]1[CH:38]=[C:39]([N+:45]([O-:47])=[O:46])[C:40]([CH:43]=[O:44])=[N:41][CH:42]=1.N[C:49]1[C:54]([N+:55]([O-:57])=[O:56])=[CH:53][C:52]([Br:58])=[CH:51][N:50]=1.BrC1C=C([N+]([O-])=O)C(I)=NC=1.I([O-])(=O)(=O)=O.[Na+]>O.C1COCC1.[Cu](Br)Br.[Os](=O)(=O)(=O)=O>[NH2:41][C:12]([CH3:13])([CH2:11][N:9]1[CH:8]=[C:5]2[N:6]=[CH:7][C:2]([Br:1])=[CH:3][C:4]2=[N:10]1)[C:24]#[N:25].[Br:33][C:31]1[CH:30]=[N:29][C:28]2=[CH:34][N:25]([CH2:24][C:23](=[O:22])[CH3:35])[N:26]=[C:27]2[CH:32]=1.[Br:36][C:37]1[CH:38]=[C:39]([N+:45]([O-:47])=[O:46])[C:40]([CH:43]=[O:44])=[N:41][CH:42]=1.[Br:58][C:52]1[CH:53]=[C:54]([N+:55]([O-:57])=[O:56])[C:49]([CH:18]=[CH2:19])=[N:50][CH:51]=1 |f:5.6|. Reported procedure: 2-Amino-3-(6-bromo-2H-pyrazolo[4,3-b]pyridin-2-yl)-2-methylpropionitrile (416 mg, 80%) was prepared using a procedure similar to that described in Example 1, part b, except starting from 1-(6-bromo-2H-pyrazolo[4,3-b]pyridin-2-yl)propan-2-one (471 mg). 1-(6-Bromo-2H-pyrazolo[4,3-b]pyridin-2-yl)propan-2-one was prepared using a procedure similar to that described in Example 116 part c and d except starting from 2-[2-(tert-butyldimethylsilanyloxy)propyl]-6-bromo-2H-pyrazolo[4,3-b]pyridine (289 mg, ... Starting materials: C(C)(C)(C)OC(NC1CCC(CC1)NCC1=C(C=CC(=C1)C=1C=NC=CC1)OC)=O ([4-(2-Methoxy-5-pyridin-3-yl-benzylamino)-cyclohexyl]-carbamic acid tert-butyl ester), C(=O)C=1C=C(C=CC1OC)B(O)O (3-formyl-4-methoxyphenylboronic acid), C(=O)([O-])[O-].[K+].[K+] (K2CO3), Cl.ClC1=CC=NC=C1 (4-chloropyridine hydrochloride), C1(=CC=CC=C1)P(C1=CC=CC=C1)C1=CC=CC=C1 (triphenylphosphine), Cl.ClC1=CC=NC=C1 (4-chloropyridine hydrochloride), C1(=CC=CC=C1)P(C1=CC=CC=C1)C1=CC=CC=C1 (triphenylphosphine). The reagents and catalysts are CC(=O)[O-].CC(=O)[O-].[Pd+2] (Pd(OAc)2), CC(=O)[O-].CC(=O)[O-].[Pd+2] (Pd(OAc)2). The solvent is C(OC)COC (dimethoxyethane). Reaction conditions: temperature 65 celsius, time 24 hour. Product: COC1=C(C=O)C=C(C=C1)C1=CC=NC=C1 (2-methoxy-5-(pyridin-4-yl)benzaldehyde). Reaction SMILES: [CH:1]([C:3]1[CH:4]=[C:5](B(O)O)[CH:6]=[CH:7][C:8]=1[O:9][CH3:10])=[O:2].Cl.Cl[C:16]1[CH:21]=[CH:20][N:19]=[CH:18][CH:17]=1.C1(P(C2C=CC=CC=2)C2C=CC=CC=2)C=CC=CC=1.C([O-])([O-])=O.[K+].[K+].C(OC(=O)NC1CCC(NCC2C=C(C3C=NC=CC=3)C=CC=2OC)CC1)(C)(C)C>CC([O-])=O.CC([O-])=O.[Pd+2].C(COC)OC>[CH3:10][O:9][C:8]1[CH:7]=[CH:6][C:5]([C:16]2[CH:21]=[CH:20][N:19]=[CH:18][CH:17]=2)=[CH:4][C:3]=1[CH:1]=[O:2] |f:1.2,4.5.6,8.9.10|. Reported procedure: To a 2-L 3-neck RB flask equipped with a mechanical stirrer, condenser with N2 inlet and temperature probe is added 3-formyl-4-methoxyphenylboronic acid P15 (49.83 g, 276.90 mmol), 4-chloropyridine hydrochloride (46.63 g, 310.84 mmol), triphenylphosphine (7.42 g, 28.28 mmol) and dimethoxyethane (280 mL). To the resulting white slurry is added 2M aqueous K2CO3 (290 mL). The resulting mixture is degassed for 20 minutes with N2 and Pd(OAc)2 (1.65 g, 7.36 mmol) is added. Under N2 atmosphere the mixt... The product is COC(=O)C(C)(C)C(=O)OCOC1=C(C(=O)Nc2ccccn2)N(C)S(=O)(=O)c2ccccc21. Reactants: [Br-], O=C([O-])[O-], CN1C(C(=O)Nc2ccccn2)=C(O)c2ccccc2S1(=O)=O, COC(=O)C(C)(C)C(=O)OCI, CC(C)=O, [K+], [K+], [K+]. As a reaction SMILES: [Br-:42].[C:24](=[O:25])([O-:26])[O-:27].[CH3:1][N:2]1[C:3]([C:4](=[O:5])[NH:6][c:7]2[cH:8][cH:9][cH:10][cH:11][n:12]2)=[C:13]([OH:14])[c:15]2[cH:16][cH:17][cH:18][cH:19][c:20]2[S:21]1(=[O:22])=[O:23].[CH3:30][C:31]([C:32](=[O:33])[O:34][CH2:35][I:36])([C:37](=[O:38])[O:39][CH3:40])[CH3:41].[CH3:44][C:45](=[O:46])[CH3:47].[K+:28].[K+:29].[K+:43]>>[CH3:1][N:2]1[C:3]([C:4](=[O:5])[NH:6][c:7]2[cH:8][cH:9][cH:10][cH:11][n:12]2)=[C:13]([O:14][CH2:35][O:34][C:32]([C:31]([CH3:30])([C:37](=[O:38])[O:39][CH3:40])[CH3:41])=[O:33])[c:15]2[cH:16][cH:17][cH:18][cH:19][c:20]2[S:21]1(=[O:22])=[O:23].